Dataset: the Open Reaction Database (ORD), a public repository of structured organic reaction records. Task: describe an organic reaction: reactants, conditions, products, and yield The reactants are FC1=CC=C(C=C1)O (4-fluorophenol), C1(=CC=CC=C1)P(C1=CC=CC=C1)C1=CC=CC=C1 (triphenylphosphine), C1(=CC=CC=C1)C(N1C=NC(=C1)CCCO)(C1=CC=CC=C1)C1=CC=CC=C1 (1-triphenylmethyl-4-(3-hydroxypropyl)-1H-imidazole), N(=NC(=O)OCC)C(=O)OCC (diethyl azodicarboxylate). Solvent: O1CCCC1 (tetrahydrofuran), O1CCCC1 (tetrahydrofuran). Run at time 5 minute. Product: C1(=CC=CC=C1)C(N1C=NC(=C1)CCCOC1=CC=C(C=C1)F)(C1=CC=CC=C1)C1=CC=CC=C1 (1-triphenylmethyl-4-[3-(4-fluorophenoxy)propyl]-1H-imidazole). RXN SMILES: [F:1][C:2]1[CH:7]=[CH:6][C:5]([OH:8])=[CH:4][CH:3]=1.C1(P(C2C=CC=CC=2)C2C=CC=CC=2)C=CC=CC=1.[C:28]1([C:34]([C:50]2[CH:55]=[CH:54][CH:53]=[CH:52][CH:51]=2)([C:44]2[CH:49]=[CH:48][CH:47]=[CH:46][CH:45]=2)[N:35]2[CH:39]=[C:38]([CH2:40][CH2:41][CH2:42]O)[N:37]=[CH:36]2)[CH:33]=[CH:32][CH:31]=[CH:30][CH:29]=1.N(C(OCC)=O)=NC(OCC)=O>O1CCCC1>[C:50]1([C:34]([C:28]2[CH:29]=[CH:30][CH:31]=[CH:32][CH:33]=2)([C:44]2[CH:45]=[CH:46][CH:47]=[CH:48][CH:49]=2)[N:35]2[CH:39]=[C:38]([CH2:40][CH2:41][CH2:42][O:8][C:5]3[CH:6]=[CH:7][C:2]([F:1])=[CH:3][CH:4]=3)[N:37]=[CH:36]2)[CH:55]=[CH:54][CH:53]=[CH:52][CH:51]=1. Procedure details: 5 ml of freshly distilled tetrahydrofuran, 120 mg (1 mmol) of 4-fluorophenol and 270 mg (1 mmol) of triphenylphosphine are added, under nitrogen, to 368 mg (1 mmol) of 1-triphenylmethyl-4-(3-hydroxypropyl)-1H-imidazole. The resulting mixture is cooled and stirred for 5 min. 180 mg (1 mmol) of diethyl azodicarboxylate in 5 ml of tetrahydrofuran are then slowly added. Stirring is continued at room temperature for 3 days under nitrogen. The solvent is then evaporated under reduced pressure and the ... The reactants are CC1=C(C=C(C(=O)OC)C=C1)N1C=NC2=CC=C(C=C2C1=O)N1CCNCC1 (methyl 4-methyl-3-(4-oxo-6-piperazin-1-ylquinazolin-3(4H)-yl)benzoate), C1(CCC1)=O (cyclobutanone), O (Water), C(C)(=O)O[BH-](OC(C)=O)OC(C)=O.[Na+] (Sodium triacetoxyborohydride). The reagents and catalysts are CC([O-])C.[Ti+4].CC([O-])C.CC([O-])C.CC([O-])C (titanium (IV) isopropoxide). The solvent is C1CCOC1 (THF). Reaction conditions: time 30 minute. The product is C1(CC1)CN1CCN(CC1)C=1C=C2C(N(C=NC2=CC1)C=1C=C(C(=O)OC)C=CC1C)=O (methyl 3-[6-[4-(cyclopropylmethyl)piperazin-1-yl]-4-oxoquinazolin-3(4H)-yl]-4-methylbenzoate). RXN SMILES: [CH3:1][C:2]1[CH:11]=[CH:10][C:5]([C:6]([O:8][CH3:9])=[O:7])=[CH:4][C:3]=1[N:12]1[C:21](=[O:22])[C:20]2[C:15](=[CH:16][CH:17]=[C:18]([N:23]3[CH2:28][CH2:27][NH:26][CH2:25][CH2:24]3)[CH:19]=2)[N:14]=[CH:13]1.[C:29]1(=O)[CH2:32][CH2:31][CH2:30]1.C(O[BH-](OC(=O)C)OC(=O)C)(=O)C.[Na+].O>C1COCC1.CC(C)[O-].[Ti+4].CC(C)[O-].CC(C)[O-].CC(C)[O-]>[CH:32]1([CH2:29][N:26]2[CH2:27][CH2:28][N:23]([C:18]3[CH:19]=[C:20]4[C:15](=[CH:16][CH:17]=3)[N:14]=[CH:13][N:12]([C:3]3[CH:4]=[C:5]([CH:10]=[CH:11][C:2]=3[CH3:1])[C:6]([O:8][CH3:9])=[O:7])[C:21]4=[O:22])[CH2:24][CH2:25]2)[CH2:30][CH2:31]1 |f:2.3,6.7.8.9.10|. Procedure details: To a solution of methyl 4-methyl-3-(4-oxo-6-piperazin-1-ylquinazolin-3(4H)-yl)benzoate (0.5 g) and cyclobutanone (0.20 ml) in THF (42.5 ml) was added titanium (IV) isopropoxide (0.75 ml) and the solution stirred at room temperature for 30 minutes. Sodium triacetoxyborohydride (0.83 g) was added and the reaction stirred at room temperature for 18 hours. Water was added and the resultant solid removed by filtration. The aqueous filtrate was washed with ethyl acetate. The organic layer was washed 1... Starting materials: Cl (Hydrochloric acid), CC(C)(C)OC(NC=1C=NN(C1I)C1=CC(=CC=C1)F)=O (5-iodo-1-(3-fluorophenyl)-1H-pyrazol-4-yl-carbamic acid 1,1-dimethylethyl ester). Solvent: O1CCOCC1 (dioxane). Conditions: time 8 hour. Product: IC1=CC=NN1C1=CC(=CC=C1)F (5-iodo-1-(3-fluorophenyl)-1H-pyrazol). The yield is 80.4%. As a reaction SMILES: Cl.CC(OC(=O)N[C:9]1[CH:10]=[N:11][N:12]([C:15]2[CH:20]=[CH:19][CH:18]=[C:17]([F:21])[CH:16]=2)[C:13]=1[I:14])(C)C>O1CCOCC1>[I:14][C:13]1[N:12]([C:15]2[CH:20]=[CH:19][CH:18]=[C:17]([F:21])[CH:16]=2)[N:11]=[CH:10][CH:9]=1. Reported procedure: Hydrochloric acid in dioxane (4 N, 3 mL) was added to 5-iodo-1-(3-fluorophenyl)-1H-pyrazol-4-yl-carbamic acid 1,1-dimethylethyl ester (348 mg, 0.864 mmol) at ambient temperature. The reaction was stirred overnight at the same temperature. Solvent was removed under reduced pressure. The crude material was dissolved in ethyl acetate and saturated sodium bicarbonate solution. The layers were separated and the aqueous layer was extracted twice more with ethyl acetate. The combined organic layers wer...